This data is from the Open Reaction Database (ORD), a public repository of structured organic reaction records. The task is: describe an organic reaction: reactants, conditions, products, and yield Reactants: O=P(Cl)(Cl)Cl (POCl3), C(C1=CC=CC=C1)N(C(C)=O)\C=C\CC (N-Benzyl-N-((E)-but-1-enyl)-acetamide), Cl (HCl). The solvent is CN(C)C=O (DMF), CN(C)C=O (DMF). Conditions: temperature 100 celsius, time 5 minute. Yields the product ClC1=NC=C(C=C1)CC (2-Chloro-5-ethyl-pyridine). Yield: 19.0%. Reaction SMILES: O=P(Cl)(Cl)Cl.[CH2:6]([N:13](/[CH:17]=[CH:18]/[CH2:19][CH3:20])C(=O)C)[C:7]1[CH:12]=CC=CC=1.[ClH:21]>CN(C=O)C>[Cl:21][C:6]1[CH:7]=[CH:12][C:18]([CH2:19][CH3:20])=[CH:17][N:13]=1. Reported procedure: To DMF (3.8 mL) at 5° C., was added POCl3 (1.4 mL) dropwise. After 5 minutes, 62b (1 g, 4.9 mmol) was added dropwise in 2 mL of DMF. The mixture was heated to 100° C. overnight. The mixture was allowed to cool to room temperature and was added dropwise to 50 mL of 1N HCl. The solution was extracted 3 times with ethyl acetate. The combined organic layer was dried, evaporated, then purified by column chromatography (eluent: 0 to 30% EtOAc in hexane) to give 0.13 g of 62c (19% yield). Reactants: CC1=C(C(=NO1)CCC)CO ((5-methyl-3-propyl-isoxazol-4-yl)-methanol), ClC1=NC=C(C(=O)OC)C=C1 (methyl 6-chloronicotinate), O (water), [H-].[Na+] (sodium hydride). Run in O1CCCC1 (tetrahydrofuran), C1CCOC1 (THF), C1CCOC1 (THF). Run at time 30 minute. Product: COC(C1=CN=C(C=C1)OCC=1C(=NOC1C)CCC)=O (6-(5-Methyl-3-propyl-isoxazol-4-ylmethoxy)-nicotinic acid methyl ester). Isolated yield 59.0%. As a reaction SMILES: [H-].[Na+].[CH3:3][C:4]1[O:8][N:7]=[C:6]([CH2:9][CH2:10][CH3:11])[C:5]=1[CH2:12][OH:13].Cl[C:15]1[CH:24]=[CH:23][C:18]([C:19]([O:21][CH3:22])=[O:20])=[CH:17][N:16]=1.O>C1COCC1>[CH3:22][O:21][C:19](=[O:20])[C:18]1[CH:23]=[CH:24][C:15]([O:13][CH2:12][C:5]2[C:6]([CH2:9][CH2:10][CH3:11])=[N:7][O:8][C:4]=2[CH3:3])=[N:16][CH:17]=1 |f:0.1|. Reported procedure: To a stirred suspension of sodium hydride (2.78 g of a 60% dispersion in mineral oil, 64 mmol) in THF (40 mL) at 0° C. and under argon was added solution of (5-methyl-3-propyl-isoxazol-4-yl)-methanol (7.60 g, 49 mmol) in tetrahydrofuran (40 mL) dropwise. The mixture was warmed to ambient temperature, stirred for 30 min, then cooled to 0° C. and a solution of methyl 6-chloronicotinate (8.40 g, 49 mmol) in THF (40 mL) was added dropwise. The reaction mixture was warmed to room temperature. After 2... Starting materials: ClC1=NC(=NC(=C1C=O)NC1CC1)SC (4-chloro-6-cyclopropylamino-2-methylsulfanyl-pyrimidine-5-carbaldehyde), FC1=C(C=CC=C1)B(O)O (2-fluorophenylboronic acid). Product: C1(CC1)NC1=NC(=NC(=C1C=O)C1=C(C=CC=C1)F)SC (4-cyclopropylamino-6-(2-fluoro-phenyl)-2-methylsulfanyl-pyrimidine-5-carbaldehyde). Reaction SMILES: Cl[C:2]1[C:7]([CH:8]=[O:9])=[C:6]([NH:10][CH:11]2[CH2:13][CH2:12]2)[N:5]=[C:4]([S:14][CH3:15])[N:3]=1.[F:16][C:17]1[CH:22]=[CH:21][CH:20]=[CH:19][C:18]=1B(O)O>>[CH:11]1([NH:10][C:6]2[C:7]([CH:8]=[O:9])=[C:2]([C:18]3[CH:19]=[CH:20][CH:21]=[CH:22][C:17]=3[F:16])[N:3]=[C:4]([S:14][CH3:15])[N:5]=2)[CH2:13][CH2:12]1. Reported procedure: Prepared as described above in Example 11 starting from 4-chloro-6-cyclopropylamino-2-methylsulfanyl-pyrimidine-5-carbaldehyde and 2-fluorophenylboronic acid to give the title compound 4-cyclopropylamino-6-(2-fluoro-phenyl)-2-methylsulfanyl-pyrimidine-5-carbaldehyde. 1H-NMR: δ 0.66 (m, 2H), 0.92 (m, 2H) 2.60 (s, 3H), 3.11 (m, 1H), 7.10-7.30 (m, 2H), 7.41-7.57 (m, 2H), 9.10 (br s, 1H), 9.66 (s, 1H). LC MS (m/e)=304 (MH+). The reactants are Cc1cc(C(C)(C)C)cc(Cl)c1N, CCO, O=N[O-], [Na+], O, O=S(=O)(O)O. Yields the product Cc1cc(Cl)cc(C(C)(C)C)c1. Reaction SMILES: [C:1]([CH3:2])([CH3:3])([CH3:4])[c:5]1[cH:6][c:7]([Cl:13])[c:8]([NH2:9])[c:10]([CH3:12])[cH:11]1.[CH3:24][CH2:25][OH:26].[N:19]([O-:20])=[O:21].[Na+:22].[OH2:23].[S:14](=[O:15])(=[O:16])([OH:17])[OH:18]>>[C:1]([CH3:2])([CH3:3])([CH3:4])[c:5]1[cH:6][c:7]([Cl:13])[cH:8][c:10]([CH3:12])[cH:11]1. The reactants are O=C([O-])[O-], COc1ccc(CN2C(=O)c3cccc(O)c3C2=O)c(OC)c1, CN(C)CCCl, Cl, [K+], [K+], CN(C)C=O. Product: COc1ccc(CN2C(=O)c3cccc(OCCN(C)C)c3C2=O)c(OC)c1. As a reaction SMILES: [C:31](=[O:32])([O-:33])[O-:34].[CH3:1][O:2][c:3]1[c:4]([CH2:5][N:6]2[C:7](=[O:17])[c:8]3[cH:9][cH:10][cH:11][c:12]([OH:16])[c:13]3[C:14]2=[O:15])[cH:18][cH:19][c:20]([O:22][CH3:23])[cH:21]1.[CH3:25][N:26]([CH2:27][CH2:28][Cl:29])[CH3:30].[ClH:24].[K+:35].[K+:36].[O:37]=[CH:38][N:39]([CH3:40])[CH3:41]>>[CH3:1][O:2][c:3]1[c:4]([CH2:5][N:6]2[C:7](=[O:17])[c:8]3[cH:9][cH:10][cH:11][c:12]([O:16][CH2:28][CH2:27][N:26]([CH3:25])[CH3:30])[c:13]3[C:14]2=[O:15])[cH:18][cH:19][c:20]([O:22][CH3:23])[cH:21]1. Reactants: ClC=1N=C(C2=C(N1)N=C(S2)C=O)N2CCOCC2 (5-chloro-7-morpholin-4-yl-thiazolo[4,5-d]pyrimidine-2-carbaldehyde), N1CCC(CC1)C(C)(C)O (2-piperidin-4-yl-propan-2-ol), C(C)(=O)O[BH-](OC(C)=O)OC(C)=O.[Na+] (Sodium triacetoxyborohydride). The solvent is ClCCCl (1,2-dichloroethane). Run at time 6 hour. Yields the product ClC=1N=C(C2=C(N1)N=C(S2)CN2CCC(CC2)C(C)(C)O)N2CCOCC2 (2-[1-(5-Chloro-7-morpholin-4-yl-thiazolo[4,5-d]pyrimidin-2-ylmethyl)piperidin-4-yl]propan-2-ol). Isolated yield 59.6%. RXN SMILES: [Cl:1][C:2]1[N:3]=[C:4]([N:13]2[CH2:18][CH2:17][O:16][CH2:15][CH2:14]2)[C:5]2[S:10][C:9]([CH:11]=O)=[N:8][C:6]=2[N:7]=1.[NH:19]1[CH2:24][CH2:23][CH:22]([C:25]([OH:28])([CH3:27])[CH3:26])[CH2:21][CH2:20]1.C(O[BH-](OC(=O)C)OC(=O)C)(=O)C.[Na+]>ClCCCl>[Cl:1][C:2]1[N:3]=[C:4]([N:13]2[CH2:18][CH2:17][O:16][CH2:15][CH2:14]2)[C:5]2[S:10][C:9]([CH2:11][N:19]3[CH2:24][CH2:23][CH:22]([C:25]([OH:28])([CH3:27])[CH3:26])[CH2:21][CH2:20]3)=[N:8][C:6]=2[N:7]=1 |f:2.3|. Procedure: A mixture of 5-chloro-7-morpholin-4-yl-thiazolo[4,5-d]pyrimidine-2-carbaldehyde (400 mg, 1.4 mmol), 2-piperidin-4-yl-propan-2-ol (242 mg, 1.7 mmol), and 4 Å molecular sieves (1.5 g) in 1,2-dichloroethane (20 mL) was stirred at RT for 6 h. Sodium triacetoxyborohydride (593 mg, 2.8 mmol) was added and the resulting reaction mixture was stirred at RT under nitrogen atmosphere for 18 h. The suspension was filtered through Celite and the filtrate was concentrated in vacuo. The residue was purified by...